describe an organic reaction: reactants, conditions, products, and yield From a dataset of the Open Reaction Database (ORD), a public repository of structured organic reaction records. Starting materials: O=S(=O)(O)Cl, ClCCl, O=C(NCc1cccs1)c1ccc(Cl)cc1. Yields the product O=C(NCc1ccc(S(=O)(=O)Cl)s1)c1ccc(Cl)cc1. Reaction SMILES: [Cl:1][S:2](=[O:3])(=[O:4])[OH:5].[Cl:22][CH2:23][Cl:24].[Cl:6][c:7]1[cH:8][cH:9][c:10]([C:11](=[O:12])[NH:13][CH2:14][c:15]2[s:16][cH:17][cH:18][cH:19]2)[cH:20][cH:21]1>>[Cl:1][S:2](=[O:3])(=[O:5])[c:17]1[s:16][c:15]([CH2:14][NH:13][C:11]([c:10]2[cH:9][cH:8][c:7]([Cl:6])[cH:21][cH:20]2)=[O:12])[cH:19][cH:18]1. Starting materials: C1(CC1)N1C=C(C(C2=CC(=C(C=C12)F)F)=O)C(=O)O (1-cyclopropyl-6,7-difluoro-1,4-dihydro-4-oxo-3-quinolinecarboxylic acid), N1CC(CC1)C1=CC=NC=C1 (4-(3-pyrrolidinyl)pyridine). The product is C1(CC1)N1C=C(C(C2=CC(=C(C=C12)N1CC(CC1)C1=CC=NC=C1)F)=O)C(=O)O (1-Cyclopropyl-6-fluoro-1,4-dihydro-4-oxo-7-[3-(4-pyridinyl)-1-pyrrolidinyl]-3-quinolinecarboxylic acid). Yield: 52.0%. As a reaction SMILES: [CH:1]1([N:4]2[C:13]3[C:8](=[CH:9][C:10]([F:15])=[C:11](F)[CH:12]=3)[C:7](=[O:16])[C:6]([C:17]([OH:19])=[O:18])=[CH:5]2)[CH2:3][CH2:2]1.[NH:20]1[CH2:24][CH2:23][CH:22]([C:25]2[CH:30]=[CH:29][N:28]=[CH:27][CH:26]=2)[CH2:21]1>>[CH:1]1([N:4]2[C:13]3[C:8](=[CH:9][C:10]([F:15])=[C:11]([N:20]4[CH2:24][CH2:23][CH:22]([C:25]5[CH:26]=[CH:27][N:28]=[CH:29][CH:30]=5)[CH2:21]4)[CH:12]=3)[C:7](=[O:16])[C:6]([C:17]([OH:19])=[O:18])=[CH:5]2)[CH2:3][CH2:2]1. Reported procedure: Starting from 1-cyclopropyl-6,7-difluoro-1,4-dihydro-4-oxo-3-quinolinecarboxylic acid (1.13 g, 4.3 mmol) and 4-(3-pyrrolidinyl)pyridine, a procedure analogous to that given in Example 1 provided the title compound (0.87 g, 52%) as an off-white solid, mp 260°-261° C. The reactants are CC1=C([N+](=CN1CC2=CC=CC=C2)CC3=CC=CC=C3)C.[Cl-] (Macaline A), ( t ), ( s ), ( t ), ( q ), ( s ), ( d ), ( s ), ( 5 ), ( d ), ( d ), ( q ), ( s ), CC1=C([N+](=CN1CC2=CC=CC=C2)CC3=CC=CC=C3)C.[Cl-] (Macaline A), ( d ), ( s ), ( d ), ( s ), ( d ), ( 5 ), ( d ), [Br-].FC1=CC=C(C[N+]2=CN(C(=C2C)C)CC2=CC=C(C=C2)F)C=C1 (1,3-di(4-fluorobenzyl)-4,5-dimethylimidazolium bromide), ( t ), ( d ). The solvent is CC(=O)C (acetone). Product: CC1=C([N+](=C(N1CC2=CC=CC=C2)C)CC3=CC=CC=C3)C.[Cl-] (Macaline B). RXN SMILES: [CH3:1][C:2]1[N:6]([CH2:7][C:8]2[CH:13]=[CH:12][CH:11]=[CH:10][CH:9]=2)[CH:5]=[N+:4]([CH2:14][C:15]2[CH:20]=[CH:19][CH:18]=[CH:17][CH:16]=2)[C:3]=1[CH3:21].[Cl-:22].[Br-].F[C:25]1C=CC(C[N+]2C(C)=C(C)N(CC3C=CC(F)=CC=3)C=2)=CC=1>CC(C)=O>[CH3:21][C:3]1[N:4]([CH2:14][C:15]2[CH:20]=[CH:19][CH:18]=[CH:17][CH:16]=2)[C:5]([CH3:25])=[N+:6]([CH2:7][C:8]2[CH:13]=[CH:12][CH:11]=[CH:10][CH:9]=2)[C:2]=1[CH3:1].[Cl-:22] |f:0.1,2.3,5.6|. Procedure details: The novel compound 1 was obtained as white needles in acetone, and its molecular formula of C19H19N2 was determined by HRFABMS. The IR spectrum of 1 showed a strong aromatic absorbance at 1560 cm−1. In 13C NMR spectrum of 1, only eight carbon signals were observed at δ 8.1 (q), 49.6 (t), 127.2 (s), 127.8 (d), 128.6 (d), 129.1 (d), 134.3 (s), and 135.5 (d), suggesting that the molecule of 1 is symmetrical to match the mass spectral data. Analysis of the 1H NMR signals at δ 5.41 (s), 7.31 (dd, J=8... Reactants: [BH4-], O=Cc1ccc(OC(=O)c2ccccc2)c(Br)c1, C1CCOC1, [Na+]. The product is O=C(Oc1ccc(CO)cc1Br)c1ccccc1. RXN SMILES: [BH4-:19].[Br:1][c:2]1[cH:3][c:4]([CH:5]=[O:6])[cH:7][cH:8][c:9]1[O:10][C:11]([c:12]1[cH:13][cH:14][cH:15][cH:16][cH:17]1)=[O:18].[CH2:21]1[O:22][CH2:23][CH2:24][CH2:25]1.[Na+:20]>>[Br:1][c:2]1[cH:3][c:4]([CH2:5][OH:6])[cH:7][cH:8][c:9]1[O:10][C:11]([c:12]1[cH:13][cH:14][cH:15][cH:16][cH:17]1)=[O:18]. Starting materials: CNC, CCOC(C)=O, CC1CN(S(=O)(=O)c2ccc(C(=O)O)cc2)C(C)CN1C(=O)C(C)(O)C(F)(F)F, O=C(Cl)C(=O)Cl, ClCCl. Product: CC1CN(S(=O)(=O)c2ccc(C(=O)N(C)C)cc2)C(C)CN1C(=O)C(C)(O)C(F)(F)F. As a reaction SMILES: [CH3:36][NH:37][CH3:38].[CH3:39][CH2:40][O:41][C:42]([CH3:43])=[O:44].[CH3:7][CH:8]1[N:9]([C:27]([C:28]([C:29]([F:30])([F:31])[F:32])([CH3:33])[OH:34])=[O:35])[CH2:10][CH:11]([CH3:26])[N:12]([S:14](=[O:15])(=[O:16])[c:17]2[cH:18][cH:19][c:20]([C:23](=[O:24])[OH:25])[cH:21][cH:22]2)[CH2:13]1.[Cl:1][C:2]([C:3]([Cl:4])=[O:5])=[O:6].[Cl:45][CH2:46][Cl:47]>>[CH3:7][CH:8]1[N:9]([C:27]([C:28]([C:29]([F:30])([F:31])[F:32])([CH3:33])[OH:34])=[O:35])[CH2:10][CH:11]([CH3:26])[N:12]([S:14](=[O:15])(=[O:16])[c:17]2[cH:18][cH:19][c:20]([C:23](=[O:24])[N:37]([CH3:36])[CH3:38])[cH:21][cH:22]2)[CH2:13]1. The yield is 82.0%. Reported procedure: The title compound was prepared from [2-amino-5-(2,2,2-trifluoro-ethoxy)-4-trifluoromethyl-phenyl]-carbamic acid tert-butyl ester (Example J6) (281 mg, 0.75 mmol) and 3-[3-(2-cyclopentyl-pyridin-4-yl)-phenyl]-3-oxo-propionic acid tert-butyl ester (Example K61) (274 mg, 0.75 mmol) according to the general procedure M. Obtained as a light yellow foam (410 mg, 82%). Reactants: C(C)(C)(C)OC(NC1=C(C=C(C(=C1)OCC(F)(F)F)C(F)(F)F)N)=O ([2-amino-5-(2,2,2-trifluoro-ethoxy)-4-trifluoromethyl-phenyl]-carbamic acid tert-butyl ester), C(C)(C)(C)OC(CC(=O)C1=CC(=CC=C1)C1=CC(=NC=C1)C1CCCC1)=O (3-[3-(2-cyclopentyl-pyridin-4-yl)-phenyl]-3-oxo-propionic acid tert-butyl ester). Product: C(C)(C)(C)OC(NC1=C(C=C(C(=C1)OCC(F)(F)F)C(F)(F)F)NC(CC(=O)C1=CC(=CC=C1)C1=CC(=NC=C1)C1CCCC1)=O)=O ([2-{3-[3-(2-Cyclopentyl-pyridin-4-yl)-phenyl]-3-oxo-propionylamino}-5-(2,2,2-trifluoro-ethoxy)-4-trifluoromethyl-phenyl]-carbamic acid tert-butyl ester), foam. Reaction SMILES: [C:1]([O:5][C:6](=[O:25])[NH:7][C:8]1[CH:13]=[C:12]([O:14][CH2:15][C:16]([F:19])([F:18])[F:17])[C:11]([C:20]([F:23])([F:22])[F:21])=[CH:10][C:9]=1[NH2:24])([CH3:4])([CH3:3])[CH3:2].C([O:30][C:31](=O)[CH2:32][C:33]([C:35]1[CH:40]=[CH:39][CH:38]=[C:37]([C:41]2[CH:46]=[CH:45][N:44]=[C:43]([CH:47]3[CH2:51][CH2:50][CH2:49][CH2:48]3)[CH:42]=2)[CH:36]=1)=[O:34])(C)(C)C>>[C:1]([O:5][C:6](=[O:25])[NH:7][C:8]1[CH:13]=[C:12]([O:14][CH2:15][C:16]([F:18])([F:17])[F:19])[C:11]([C:20]([F:22])([F:23])[F:21])=[CH:10][C:9]=1[NH:24][C:31](=[O:30])[CH2:32][C:33]([C:35]1[CH:40]=[CH:39][CH:38]=[C:37]([C:41]2[CH:46]=[CH:45][N:44]=[C:43]([CH:47]3[CH2:48][CH2:49][CH2:50][CH2:51]3)[CH:42]=2)[CH:36]=1)=[O:34])([CH3:4])([CH3:2])[CH3:3].